The task is: describe an organic reaction: reactants, conditions, products, and yield. This data is from the Open Reaction Database (ORD), a public repository of structured organic reaction records. The reactants are NC(C(C)C)CCCCCCCCC(C(C)C)N (3,12-Diamino-2,13-dimethyltetradecane), C(C)(C)C1N=NC(CC=CCCC=CC1)C(C)C (3,12-diisopropyl-1,2-diaza-1,5,9-cyclododecatriene), CCC(CC)C1NNC(CCCCCCCC1)C(CC)CC (3,12-di-(3-pentyl)-1,2-diazacyclododecane). Yields the product NC(C(CC)CC)CCCCCCCCC(C(CC)CC)N (4,13-Diamino-3,14-diethylhexadecane). RXN SMILES: NC(CCCCCCCCC(N)C(C)C)C(C)C.C(C1CC=CCCC=CCC(C(C)C)N=N1)(C)C.[CH3:37][CH2:38][CH:39]([CH:42]1[CH2:53][CH2:52][CH2:51][CH2:50][CH2:49][CH2:48][CH2:47][CH2:46][CH:45]([CH:54]([CH2:57][CH3:58])[CH2:55][CH3:56])[NH:44][NH:43]1)[CH2:40][CH3:41]>>[NH2:43][CH:42]([CH2:53][CH2:52][CH2:51][CH2:50][CH2:49][CH2:48][CH2:47][CH2:46][CH:45]([NH2:44])[CH:54]([CH2:55][CH3:56])[CH2:57][CH3:58])[CH:39]([CH2:40][CH3:41])[CH2:38][CH3:37]. Procedure details: If there are used in the manner described under (a), instead of 250 g (1 mol) of 3,12-diisopropyl-1,2-diaza-1,5,9-cyclododecatriene, 49 g (0.159 mol) of 3,12-di-(3-pentyl)-1,2-diazacyclododecane and correspondingly reduced amounts of catalyst and solvent, with the procedure otherwise remaining the same, there is obtained, after chromatographical purification and distillation, 26.8 g (54% of theory) of 4,13-diamino-3,14-diethylhexadecane in the form of colourless oil [b.p. 141°-143° C./0.004 Torr... Reactants: FC=1C=C2C=C(NC2=CC1F)C=1C=CC(=C(C1)N)OC (5-(5,6-Difluoro-1H-indol-2-yl)-2-methoxy-phenylamine), FC=1C=C2C=C(NC2=CC1F)C=1C=CC(=C(C1)N)OC (5-(5,6-difluoro-1H-indol-2-yl)-2-methoxy-phenylamine), N(=C=S)C1=CC=C(CP(OCC)(OCC)=O)C=C1 (Diethyl 4-isothiocyanatobenzylphosphonate). Yields the product C(C)OP(OCC)(=O)CC1=CC=C(C=C1)NC(=S)NC1=C(C=CC(=C1)C=1NC2=CC(=C(C=C2C1)F)F)OC ((4-{3-[5-(5,6-Difluoro-1H-indol-2-yl)-2-methoxy-phenyl]-thioureido}-benzyl)-phosphonic acid diethyl ester). RXN SMILES: [F:1][C:2]1[CH:3]=[C:4]2[C:8](=[CH:9][C:10]=1[F:11])[NH:7][C:6]([C:12]1[CH:13]=[CH:14][C:15]([O:19][CH3:20])=[C:16]([NH2:18])[CH:17]=1)=[CH:5]2.[N:21]([C:24]1[CH:38]=[CH:37][C:27]([CH2:28][P:29](=[O:36])([O:33][CH2:34][CH3:35])[O:30][CH2:31][CH3:32])=[CH:26][CH:25]=1)=[C:22]=[S:23]>>[CH2:31]([O:30][P:29]([CH2:28][C:27]1[CH:26]=[CH:25][C:24]([NH:21][C:22]([NH:18][C:16]2[CH:17]=[C:12]([C:6]3[NH:7][C:8]4[C:4]([CH:5]=3)=[CH:3][C:2]([F:1])=[C:10]([F:11])[CH:9]=4)[CH:13]=[CH:14][C:15]=2[O:19][CH3:20])=[S:23])=[CH:38][CH:37]=1)(=[O:36])[O:33][CH2:34][CH3:35])[CH3:32]. Reported procedure: The product from Example 3, 5-(5,6-difluoro-1H-indol-2-yl)-2-methoxy-phenylamine, (0.137 g, 0.5 mmol) was reacted with the product from Example 23, Step A (0.156 g, 0.54 mmol) according to the procedure for Example 23, Step B to give the product (0.172 g), mp 180-182° C. Reactants: C(C)(=O)N1C(C(C2=CC(=CC=C12)N(S(=O)(=O)C1=CC=CC=C1)C(C)=O)=C(C1=CC=CC=C1)OCC)=O (1-acetyl-3-(1-ethoxy-1-phenyl-methylidene)-5-(N-acetyl-N-phenylsulphonyl-amino)-2-indolinone), C(C)(=O)N(CCNC(C(F)(F)F)=O)C1=CC=C(N)C=C1 (4-[N-acetyl-N-(2-trifluoroacetylamino-ethyl)-amino]-aniline), CO (methanol), [OH-].[Na+] (sodium hydroxide). Run in CN(C)C=O (DMF), O (water). Reaction conditions: time 30 minute. Product: C(C)(=O)N(CCN)C1=CC=C(C=C1)N\C(\C1=CC=CC=C1)=C\1/C(NC2=CC=C(C=C12)NS(=O)(=O)C1=CC=CC=C1)=O ((Z)-3-{1-[4-(N-acetyl-N-(2-aminoethyl)-amino)-phenylamino]-1-phenyl-methylidene}-5-phenylsulphonylamino-2-indolinone). Reaction SMILES: C([N:4]1[C:12]2[C:7](=[CH:8][C:9]([N:13](C(=O)C)[S:14]([C:17]3[CH:22]=[CH:21][CH:20]=[CH:19][CH:18]=3)(=[O:16])=[O:15])=[CH:10][CH:11]=2)[C:6](=[C:26](OCC)[C:27]2[CH:32]=[CH:31][CH:30]=[CH:29][CH:28]=2)[C:5]1=[O:36])(=O)C.[C:37]([N:40]([C:50]1[CH:56]=[CH:55][C:53]([NH2:54])=[CH:52][CH:51]=1)[CH2:41][CH2:42][NH:43]C(=O)C(F)(F)F)(=[O:39])[CH3:38].CO.[OH-].[Na+]>CN(C=O)C.O>[C:37]([N:40]([C:50]1[CH:51]=[CH:52][C:53]([NH:54]/[C:26](=[C:6]2\[C:5](=[O:36])[NH:4][C:12]3[C:7]\2=[CH:8][C:9]([NH:13][S:14]([C:17]2[CH:22]=[CH:21][CH:20]=[CH:19][CH:18]=2)(=[O:16])=[O:15])=[CH:10][CH:11]=3)/[C:27]2[CH:28]=[CH:29][CH:30]=[CH:31][CH:32]=2)=[CH:55][CH:56]=1)[CH2:41][CH2:42][NH2:43])(=[O:39])[CH3:38] |f:3.4|. Procedure details: A mixture of 0.5 g (1 mmol) of 1-acetyl-3-(1-ethoxy-1-phenyl-methylidene)-5-(N-acetyl-N-phenylsulphonyl-amino)-2-indolinone and 0.3 g (1.2 mmol) of 4-[N-acetyl-N-(2-trifluoroacetylamino-ethyl)-amino]-aniline are stirred in 5 ml of DMF for 6 hours at 120° C. After cooling to ambient temperature 5 ml of methanol and 3 ml (6 mmol) of 2 N sodium hydroxide solution are added, and the mixture is stirred for 30 minutes. The reaction mixture is diluted with 50 ml of water and the crystalline precipitate... Starting materials: ClC=1C=CC(=NC1)NC(=O)CN1C(=NC2=C1C=CC=C2C(=O)O)C(NC2CCN(CC2)C(C)C)=O (1-[(5-Chloro-pyridin-2-ylcarbamoyl)-methyl]-2-(1-isopropyl-piperidin-4-ylcarbamoyl)-1H-benzoimidazole-4-carboxylic acid), CC1NC(CCC1)C (2,6-dimethyl-piperidine). The product is C(C)(C)N1CCC(CC1)NC(=O)C1=NC2=C(N1CC(NC1=NC=C(C=C1)Cl)=O)C=CC=C2C(=O)N2C(CCCC2C)C (1-[(5-Chloro-pyridin-2-ylcarbamoyl)-methyl]-4-(2,6-dimethyl-piperidine-1-carbonyl)-1H-benzoimidazole-2-carboxylic acid (1-isopropyl-piperidin-4-yl)-amide). Reaction SMILES: [Cl:1][C:2]1[CH:3]=[CH:4][C:5]([NH:8][C:9]([CH2:11][N:12]2[C:16]3[CH:17]=[CH:18][CH:19]=[C:20]([C:21](O)=[O:22])[C:15]=3[N:14]=[C:13]2[C:24](=[O:35])[NH:25][CH:26]2[CH2:31][CH2:30][N:29]([CH:32]([CH3:34])[CH3:33])[CH2:28][CH2:27]2)=[O:10])=[N:6][CH:7]=1.[CH3:36][CH:37]1[CH2:42][CH2:41][CH2:40][CH:39]([CH3:43])[NH:38]1>>[CH:32]([N:29]1[CH2:28][CH2:27][CH:26]([NH:25][C:24]([C:13]2[N:12]([CH2:11][C:9](=[O:10])[NH:8][C:5]3[CH:4]=[CH:3][C:2]([Cl:1])=[CH:7][N:6]=3)[C:16]3[CH:17]=[CH:18][CH:19]=[C:20]([C:21]([N:38]4[CH:39]([CH3:43])[CH2:40][CH2:41][CH2:42][CH:37]4[CH3:36])=[O:22])[C:15]=3[N:14]=2)=[O:35])[CH2:31][CH2:30]1)([CH3:33])[CH3:34]. Reported procedure: 1-[(5-Chloro-pyridin-2-ylcarbamoyl)-methyl]-4-(2,6-dimethyl-piperidine-1-carbonyl)-1H-benzoimidazole-2-carboxylic acid (1-isopropyl-piperidin-4-yl)-amide was prepared by a procedure according to example 22 starting from 100 mg (0.20 mmol) 1-[(5-Chloro-pyridin-2-ylcarbamoyl)-methyl]-2-(1-isopropyl-piperidin-4-ylcarbamoyl)-1H-benzoimidazole-4-carboxylic acid and 50.0 μl (0.40 mmol) 2,6-dimethyl-piperidine. The title compound was obtained as its formiate in form of a white amorphous solid. Yield: 7... Starting materials: CC(C)(C)OC(N1CCc2cccc(C=O)c12)=O, CC1=CN=C(C=C1)N, [C-]#[N+]C1CCCCC1. Reagents/catalysts: O=C(O)C(F)(F)F (trifluoroacetic acid). Run in CC(C)O (isopropyl alcohol), CC(C)O (isopropylalcohol). Conditions: temperature 22 celsius, time 20 hour. The product is Cc1ccc2nc(c3cccc4CCN(C(=O)OC(C)(C)C)c34)c(NC3CCCCC3)n2c1. Isolated yield 47.3%. Reaction SMILES: CC1=CC=C(N)N=C1.[C-]#[N+]C1CCCCC1.CC(C)(C)OC(=O)N1CCC2=CC=CC(C=O)=C12>>CC1=CN2C(C=C1)=NC(=C2NC1CCCCC1)C1=CC=CC2=C1N(CC2)C(=O)OC(C)(C)C. The reactants are O=C([O-])[O-], CCN=C=S, CCOC(C)=O, Cc1cc(Oc2c(F)cc(C(F)(F)F)cc2Cl)n[nH]1, Cl, [K+], [K+]. Yields the product CCNC(=S)n1nc(Oc2c(F)cc(C(F)(F)F)cc2Cl)cc1C. Reaction SMILES: [C:1](=[O:2])([O-:3])[O-:4].[CH2:7]([CH3:8])[N:9]=[C:10]=[S:11].[CH3:32][CH2:33][O:34][C:35](=[O:36])[CH3:37].[Cl:12][c:13]1[c:14]([O:24][c:25]2[n:26][nH:27][c:28]([CH3:30])[cH:29]2)[c:15]([F:23])[cH:16][c:17]([C:19]([F:20])([F:21])[F:22])[cH:18]1.[ClH:31].[K+:5].[K+:6]>>[CH2:7]([CH3:8])[NH:9][C:10](=[S:11])[n:27]1[n:26][c:25]([O:24][c:14]2[c:13]([Cl:12])[cH:18][c:17]([C:19]([F:20])([F:21])[F:22])[cH:16][c:15]2[F:23])[cH:29][c:28]1[CH3:30]. Reactants: C([O-])([O-])=O.[Li+].[Li+] (lithium carbonate), C1(CC1)[C@]1([C@@H](NCC1)C(C)C)O ((2S,3R)-3-cyclopropyl-2-isopropylpyrrolidin-3-ol), ClC1=C(C#N)C=CC(=C1)F (2-chloro-4-fluorobenzonitrile). Yields the product ClC1=C(C#N)C=CC(=C1)N1[C@H]([C@H](C[C@H]1C)O)C (2-chloro-4-[(2S,3S,5R)-3-hydroxy-2,5-dimethylpyrrolidin-1-yl]benzonitrile), oil. Isolated yield 27.0%. RXN SMILES: C1([C@:4]2([OH:12])[CH2:8][CH2:7][NH:6][C@H:5]2[CH:9](C)C)CC1.[Cl:13][C:14]1[CH:21]=[C:20](F)[CH:19]=[CH:18][C:15]=1[C:16]#[N:17].[C:23](=O)([O-])[O-].[Li+].[Li+]>>[Cl:13][C:14]1[CH:21]=[C:20]([N:6]2[C@H:7]([CH3:23])[CH2:8][C@H:4]([OH:12])[C@@H:5]2[CH3:9])[CH:19]=[CH:18][C:15]=1[C:16]#[N:17] |f:2.3.4|. Procedure: By an operation in the same manner as in Example 53 and using (2S,3S,5R)-2,5-dimethylpyrrolidin-3-ol 0.5 oxalate (144 mg), 2-chloro-4-fluorobenzonitrile (254 mg) and lithium carbonate (193 mg), the title compound was obtained as colorless oil (yield: 61 mg, yield: 27%). Reactants: CCCCCCCCCCCCCCCCOC1C=CC(=O)C(C(C)C)O1, C1CCNCC1, CO. The product is CCCCCCCCCCCCCCCCOC1C=C(CN2CCCCC2)C(=O)C(C(C)C)O1. Reaction SMILES: [CH2:1]([CH2:2][CH2:3][CH2:4][CH2:5][CH2:6][CH2:7][CH2:8][CH2:9][CH2:10][CH2:11][CH2:12][CH2:13][CH2:14][CH2:15][CH3:16])[O:17][CH:18]1[CH:19]=[CH:20][C:21](=[O:27])[CH:22]([CH:24]([CH3:25])[CH3:26])[O:23]1.[CH2:28]1[CH2:29][CH2:30][NH:31][CH2:32][CH2:33]1.[CH3:34][OH:35]>>[CH2:1]([CH2:2][CH2:3][CH2:4][CH2:5][CH2:6][CH2:7][CH2:8][CH2:9][CH2:10][CH2:11][CH2:12][CH2:13][CH2:14][CH2:15][CH3:16])[O:17][CH:18]1[CH:19]=[C:20]([CH2:34][N:31]2[CH2:30][CH2:29][CH2:28][CH2:33][CH2:32]2)[C:21](=[O:27])[CH:22]([CH:24]([CH3:25])[CH3:26])[O:23]1.